Dataset: the Open Reaction Database (ORD), a public repository of structured organic reaction records. Task: describe an organic reaction: reactants, conditions, products, and yield Reactants: C(C)(C)(C)OC(CCCCCOC=1C=CC=C2C=CC(=NC12)C(=O)OC)=O (Methyl 8-(6-tert-butoxy-6-oxohexyloxy)quinoline-2-carboxylate), CO (MeOH). Solvent: C(C)(=O)OCC.CCCCCC.C(C)(=O)O (ethyl acetate hexane acetic acid). Product: C(C)(C)(C)OC(CCCCCOC=1C=CC=C2C=CC(=NC12)C(=O)O)=O (8-(6-tert-butoxy-6-oxohexyloxy)quinoline-2-carboxylic acid). Reaction SMILES: [C:1]([O:5][C:6](=[O:27])[CH2:7][CH2:8][CH2:9][CH2:10][CH2:11][O:12][C:13]1[CH:14]=[CH:15][CH:16]=[C:17]2[C:22]=1[N:21]=[C:20]([C:23]([O:25]C)=[O:24])[CH:19]=[CH:18]2)([CH3:4])([CH3:3])[CH3:2].CO>C(OCC)(=O)C.CCCCCC.C(O)(=O)C>[C:1]([O:5][C:6](=[O:27])[CH2:7][CH2:8][CH2:9][CH2:10][CH2:11][O:12][C:13]1[CH:14]=[CH:15][CH:16]=[C:17]2[C:22]=1[N:21]=[C:20]([C:23]([OH:25])=[O:24])[CH:19]=[CH:18]2)([CH3:4])([CH3:2])[CH3:3] |f:2.3.4|. Procedure details: To a solution of compound 1 (540 mg, 1.45 mmol, 1 eq.) in MeOH (3 mL) NaOH (116 mg, 2.9 mmol, 2 eq.) was added as, a concentrated aqueous solution, and the mixture was stirred at room temperature. The reaction was monitored by TLC (ethyl acetate/hexane/acetic acid, 1:1:0.01). Upon completion the volatiles were removed in vacuo and ethyl acetate added. The solution was washed with NaH2PO4 buffer (pH 5, 1M) and brine, dried over Na2SO4, and concentrated in vacuo to give 446 mg of crude 2, which wa... Reaction SMILES: [CH3:1][c:2]1[c:3]([N:13]2[CH2:14][CH2:15][N:16]([CH2:19][CH2:20][O:21][CH3:22])[CH2:17][CH2:18]2)[cH:4][c:5]([O:11][CH3:12])[c:6]([N+:8]([O-:9])=[O:10])[cH:7]1.[CH3:23][CH2:24][O:25][C:26]([CH3:27])=[O:28].[CH3:29][OH:30]>>[CH3:1][c:2]1[c:3]([N:13]2[CH2:14][CH2:15][N:16]([CH2:19][CH2:20][O:21][CH3:22])[CH2:17][CH2:18]2)[cH:4][c:5]([O:11][CH3:12])[c:6]([NH2:8])[cH:7]1. Starting materials: COCCN1CCN(c2cc(OC)c([N+](=O)[O-])cc2C)CC1, CCOC(C)=O, CO. The product is COCCN1CCN(c2cc(OC)c(N)cc2C)CC1. Starting materials: substrate solution, enzyme solution, C([C@@H]1[C@H]([C@@H]([C@H]([C@H](O1)O[C@@H]2[C@H](O[C@@H]([C@@H]([C@H]2O)O)O[C@@H]3[C@H](O[C@@H]([C@@H]([C@H]3O)O)O)CO)CO)O)O)O)O (maltotriose). The solvent is NCC(=O)O.[OH-].[Na+] (Glycine NaOH). Reaction conditions: time 60 minute. Product: C([C@@H]1[C@H]([C@@H]([C@H]([C@H](O1)O[C@@H]2[C@H](O[C@H]([C@@H]([C@H]2O)O)O)CO)O)O)O)O (maltose). As a reaction SMILES: [CH2:1]([OH:34])[C@H:2]1[O:7][C@H:6]([O:8][C@H:9]2[C@H:14]([OH:15])[C@@H:13]([OH:16])[C@@H:12]([O:17][C@H]3[C@H](O)[C@@H](O)[C@@H](O)O[C@@H]3CO)[O:11][C@@H:10]2[CH2:29][OH:30])[C@H:5]([OH:31])[C@@H:4]([OH:32])[C@@H:3]1[OH:33]>NCC(O)=O.[OH-].[Na+]>[CH2:1]([OH:34])[C@H:2]1[O:7][C@H:6]([O:8][C@H:9]2[C@H:14]([OH:15])[C@@H:13]([OH:16])[C@H:12]([OH:17])[O:11][C@@H:10]2[CH2:29][OH:30])[C@H:5]([OH:31])[C@@H:4]([OH:32])[C@@H:3]1[OH:33] |f:1.2.3|. Procedure details: The activity of α-isomaltosyl glucosaccharide-forming enzyme was measured by the following assay: A substrate solution was prepared by dissolving maltotriose in 100 mM Glycine-NaOH buffer (pH 8.4) to give a concentration of 2% (w/v). A reaction mixture was prepared by mixing 0.5 ml of the substrate solution and 0.5 ml of an enzyme solution, and incubated at 40° C. for 60 minutes. After stopping the reaction by boiling for 10 minutes, the amount of maltose formed in the reaction mixture was deter... Reactants: Cl (hydrochloric acid), N1=CC=CC=C1 (pyridine), CC1([C@@H]([C@@H]1C=C(Br)Br)C(=O)Cl)C ((1R,3R) 2,2-dimethyl-3-[2,2-dibromoethenyl]-cyclopropane-1-carboxylicacid chloride), O(C1=CC=CC=C1)C=1SC=C(N1)CO ((2-phenoxy-4-thiazolyl)-methanol). Run in C1=CC=CC=C1 (benzene). Reaction conditions: temperature 20 celsius, time 2 hour. Yields the product CC1([C@@H]([C@@H]1C=C(Br)Br)C(=O)OCC=1N=C(SC1)OC1=CC=CC=C1)C ((2-phenoxy-4-thiazolyl)-methyl (1R,3R)2,2-dimethyl-3-(2,2-dibromoethenyl)-cyclopropane-1-carboxylate). Isolated yield 79.5%. RXN SMILES: N1C=CC=CC=1.[CH3:7][C:8]1([CH3:18])[C@@H:10]([CH:11]=[C:12]([Br:14])[Br:13])[C@H:9]1[C:15](Cl)=[O:16].[O:19]([C:26]1[S:27][CH:28]=[C:29]([CH2:31][OH:32])[N:30]=1)[C:20]1[CH:25]=[CH:24][CH:23]=[CH:22][CH:21]=1.Cl>C1C=CC=CC=1>[CH3:7][C:8]1([CH3:18])[C@@H:10]([CH:11]=[C:12]([Br:14])[Br:13])[C@H:9]1[C:15]([O:32][CH2:31][C:29]1[N:30]=[C:26]([O:19][C:20]2[CH:21]=[CH:22][CH:23]=[CH:24][CH:25]=2)[S:27][CH:28]=1)=[O:16]. Procedure details: 1.6 ml of pyridine was added dropwise at 0° C. to a solution of 1.7 g of (1R,3R) 2,2-dimethyl-3-[2,2-dibromoethenyl]-cyclopropane-1-carboxylicacid chloride and 1 g of the product of Step B in 20 ml of benzene and the mixture was stirred for 2 hours at 20° C. and was poured into aqueous N hydrochloric acid solution. The decanted organic phase was washed with water, dried and evaporated to dryness. The residue was chromatographed over silica gel and was eluted with a 9-1 hexane-ethyl acetate mixtu...